From a dataset of the Open Reaction Database (ORD), a public repository of structured organic reaction records. describe an organic reaction: reactants, conditions, products, and yield The reactants are C(C)(C)(C)OC(=O)N1C[C@@H]([C@H](CC1)C1=CC=C(C=C1)OCCCOS(=O)(=O)C)OCC1=CC=C2C=CC=NC2=C1 ((3R,4R)-4-[4-(3-methanesulfonyloxy-propoxy)-phenyl]-3-(quinolin-7-ylmethoxy)-piperidine-1-carboxylic acid tert-butyl ester), FC(CO)(F)F (2,2,2-trifluoro-ethanol), [H-].[Na+] (sodium hydride). Solvent: O1CCCC1 (tetrahydrofuran). The product is C(C)(C)(C)OC(=O)N1C[C@@H]([C@H](CC1)C1=CC=C(C=C1)OCCCOCC(F)(F)F)OCC1=CC=C2C=CC=NC2=C1 ((3R,4R)-3-(quinolin-7-ylmethoxy)-4-[4-[3-(2,2,2-trifluoro-ethoxy)-propoxy]-phenyl]-piperidine-1-carboxylic acid tert-butyl ester). RXN SMILES: [C:1]([O:5][C:6]([N:8]1[CH2:13][CH2:12][C@H:11]([C:14]2[CH:19]=[CH:18][C:17]([O:20][CH2:21][CH2:22][CH2:23][O:24]S(C)(=O)=O)=[CH:16][CH:15]=2)[C@@H:10]([O:29][CH2:30][C:31]2[CH:40]=[C:39]3[C:34]([CH:35]=[CH:36][CH:37]=[N:38]3)=[CH:33][CH:32]=2)[CH2:9]1)=[O:7])([CH3:4])([CH3:3])[CH3:2].[F:41][C:42]([F:46])([F:45])[CH2:43]O.[H-].[Na+]>O1CCCC1>[C:1]([O:5][C:6]([N:8]1[CH2:13][CH2:12][C@H:11]([C:14]2[CH:19]=[CH:18][C:17]([O:20][CH2:21][CH2:22][CH2:23][O:24][CH2:43][C:42]([F:46])([F:45])[F:41])=[CH:16][CH:15]=2)[C@@H:10]([O:29][CH2:30][C:31]2[CH:40]=[C:39]3[C:34]([CH:35]=[CH:36][CH:37]=[N:38]3)=[CH:33][CH:32]=2)[CH2:9]1)=[O:7])([CH3:4])([CH3:3])[CH3:2] |f:2.3|. Procedure details: In analogy to the procedure described in example 23(e), the (3R,4R)-4-[4-(3-methanesulfonyloxy-propoxy)-phenyl]-3-(quinolin-7-ylmethoxy)-piperidine-1-carboxylic acid tert-butyl ester [example 23(d)] was reacted with 2,2,2-trifluoro-ethanol and sodium hydride suspension in tetrahydrofuran to yield the (3R,4R)-3-(quinolin-7-ylmethoxy)-4-[4-[3-(2,2,2-trifluoro-ethoxy)-propoxy]-phenyl]-piperidine-1-carboxylic acid tert-butyl ester as light yellow oil; MS: 575 (M+H)+. The product is ClC1=C(C=CC(=C1)Cl)C(C(C(F)(F)F)(O)C1=CC(=NC=C1)OCC#N)C ({4-[2-(2,4-Dichloro-phenyl)-1-hydroxy-1-trifluoromethyl-propyl]-pyridin-2-yloxy}-acetonitrile). The reactants are ClC1=C(C=CC(=C1)Cl)C(C(C(F)(F)F)(O)C1=CC(NC=C1)=O)C (4-[2-(2,4-Dichloro-phenyl)-1-hydroxy-1-trifluoromethyl-propyl]-1H-pyridin-2-one), BrCC#N (bromo-acetonitrile). As a reaction SMILES: [Cl:1][C:2]1[CH:7]=[C:6]([Cl:8])[CH:5]=[CH:4][C:3]=1[CH:9]([CH3:23])[C:10]([C:16]1[CH:21]=[CH:20][NH:19][C:18](=[O:22])[CH:17]=1)([OH:15])[C:11]([F:14])([F:13])[F:12].Br[CH2:25][C:26]#[N:27]>>[Cl:1][C:2]1[CH:7]=[C:6]([Cl:8])[CH:5]=[CH:4][C:3]=1[CH:9]([CH3:23])[C:10]([C:16]1[CH:21]=[CH:20][N:19]=[C:18]([O:22][CH2:25][C:26]#[N:27])[CH:17]=1)([OH:15])[C:11]([F:14])([F:13])[F:12]. Procedure: The title compound was prepared in analogy to Example 120 from 4-[2-(2,4-Dichloro-phenyl)-1-hydroxy-1-trifluoromethyl-propyl]-1H-pyridin-2-one (Example 119, 100 mg) and bromo-acetonitrile (0.022 mL). MS (m/e)=405.2 (MH+). Reactants: N1(CCOCC1)C=1N=C(NC(C1)=O)CC(=O)[O-].[Na+] (sodium [4-(morpholin-4-yl)-6-oxo-1,6-dihydropyrimidin-2-yl]acetate), C(=O)(OC(C)(C)C)N1N=CC2=CC=C(C=C12)N (1-Boc-6-aminoindazole). Conditions: temperature 100 celsius. Yields the product N1N=CC2=CC=C(C=C12)NC(CC=1NC(C=C(N1)N1CCOCC1)=O)=O (N-(1H-indazol-6-yl)-2-[4-(morpholin-4-yl)-6-oxo-1,6-dihydropyrimidin-2-yl]acetamide). Yield: 5.6%. RXN SMILES: [N:1]1([C:7]2[N:8]=[C:9]([CH2:14][C:15]([O-:17])=O)[NH:10][C:11](=[O:13])[CH:12]=2)[CH2:6][CH2:5][O:4][CH2:3][CH2:2]1.[Na+].C([N:26]1[C:34]2[C:29](=[CH:30][CH:31]=[C:32]([NH2:35])[CH:33]=2)[CH:28]=[N:27]1)(OC(C)(C)C)=O>>[NH:26]1[C:34]2[C:29](=[CH:30][CH:31]=[C:32]([NH:35][C:15](=[O:17])[CH2:14][C:9]3[NH:10][C:11](=[O:13])[CH:12]=[C:7]([N:1]4[CH2:2][CH2:3][O:4][CH2:5][CH2:6]4)[N:8]=3)[CH:33]=2)[CH:28]=[N:27]1 |f:0.1|. Procedure details: The product is prepared according to the procedure described in Example 19, using 261 mg of sodium [4-(morpholin-4-yl)-6-oxo-1,6-dihydropyrimidin-2-yl]acetate prepared in stage 2 of Example 1 and 280 mg of 1-Boc-6-aminoindazole in place of the 3-(tert-butyl)aniline. The reaction mixture is concentrated under reduced pressure and taken up in 13 ml of 1,4-dioxane and 3 ml of 1N hydrochloric acid, and is then microwave-heated for 10 minutes at 100° C. After cooling to ambient temperature, the react... The reactants are C(C1=CC=CC=C1)(=O)C1=C(C(=O)N)C=CC=C1 (o-benzoylbenzamide), 1g, C(=O)([O-])[O-].[K+].[K+] (K2CO3), C=O (formaldehyde), C(C)O (ethanol). Run in O (water). Yields the product OCNC(C1=C(C=CC=C1)C(C1=CC=CC=C1)=O)=O (N-Hydroxymethyl-(2-benzoyl)benzamide). RXN SMILES: [C:1]([C:9]1[CH:17]=[CH:16][CH:15]=[CH:14][C:10]=1[C:11]([NH2:13])=[O:12])(=[O:8])[C:2]1[CH:7]=[CH:6][CH:5]=[CH:4][CH:3]=1.C=O.[CH2:20]([OH:22])C.C([O-])([O-])=O.[K+].[K+]>O>[OH:22][CH2:20][NH:13][C:11](=[O:12])[C:10]1[CH:14]=[CH:15][CH:16]=[CH:17][C:9]=1[C:1](=[O:8])[C:2]1[CH:3]=[CH:4][CH:5]=[CH:6][CH:7]=1 |f:3.4.5|. Reported procedure: A mixture of 2.25g. (0.01 mole) of o-benzoylbenzamide, 4 ml. of aqueous formaldehyde solution (38%), 4 ml. of ethanol and 4 ml. of a solution of 1g. K2CO3 in 35 ml. water was refluxed for 20 hours. It was then allowed to cool and the crystalline product was filtered off and washed with water to yield 2.2g. (85%) of analytically pure material, m.p. 166/8°C. Reactants: FC=1C=C(C=CC1I)N1C(O[C@H](C1)CN1N=NC(=C1)C)=O ((5R)-3-(3-Fluoro-4-iodophenyl)-5-[4-methyl-1,2,3-triazol-1-ylmethyl]oxazolidin-2-one), FC=1C=C(C=CC1I)N1C(O[C@H](C1)CN1N=NC(=C1)C)=O ((5R)-3-(3-Fluoro-4-iodophenyl)-5-[4-methyl-1,2,3-triazol-1-ylmethyl]oxazolidin-2-one), [F-].[K+] (potassium fluoride), C(C)(=O)OCC (ethyl acetate), O=S1(CCC(=CC1)C1=C(C=C(C=C1F)N1C(O[C@H](C1)CN)=O)F)=O ((5S)-3-[4-(1,1-Dioxo-3,6-dihydro-2H-thiopyran-4-yl)-3,5-difluorophenyl]-5-(aminomethyl)-oxazolidin-2-one). Reagents/catalysts: [Cu]I (copper (I) iodide), C=1C=CC(=CC1)[P](C=2C=CC=CC2)(C=3C=CC=CC3)[Pd]([P](C=4C=CC=CC4)(C=5C=CC=CC5)C=6C=CC=CC6)([P](C=7C=CC=CC7)(C=8C=CC=CC8)C=9C=CC=CC9)[P](C=1C=CC=CC1)(C=1C=CC=CC1)C=1C=CC=CC1 (TetrakiS(triphenylphosphine)palladium(0)). Solvent: CN1C(CCC1)=O (1-methyl-2-pyrrolidinone), CN1C(CCC1)=O (1-methyl-2-pyrrolidinone). Reaction conditions: temperature 40 celsius, time 5 day. Product: O=S1(CC(=CC1)C1=C(C=C(C=C1)N1C(O[C@H](C1)CN1N=NC(=C1)C)=O)F)=O ((5R)-3-[4-(1,1-Dioxo-2,5-dihydrothien-3-yl)-3-fluorophenyl]-5-[4-methyl-1,2,3-triazol-1-ylmethyl]oxazolidin-2-one). The yield is 10.2%. RXN SMILES: [F:1][C:2]1[CH:3]=[C:4]([N:9]2[CH2:13][C@H:12]([CH2:14][N:15]3[CH:19]=[C:18]([CH3:20])[N:17]=[N:16]3)[O:11][C:10]2=[O:21])[CH:5]=[CH:6][C:7]=1I.[O:22]=[S:23]1(=[O:45])[CH2:28][CH:27]=[C:26](C2C(F)=CC(N3C[C@H](CN)OC3=O)=CC=2F)C[CH2:24]1.[F-].[K+].C(OCC)(=O)C>CN1CCCC1=O.[Cu]I.C1C=CC([P]([Pd]([P](C2C=CC=CC=2)(C2C=CC=CC=2)C2C=CC=CC=2)([P](C2C=CC=CC=2)(C2C=CC=CC=2)C2C=CC=CC=2)[P](C2C=CC=CC=2)(C2C=CC=CC=2)C2C=CC=CC=2)(C2C=CC=CC=2)C2C=CC=CC=2)=CC=1>[O:45]=[S:23]1(=[O:22])[CH2:24][CH:26]=[C:27]([C:7]2[CH:6]=[CH:5][C:4]([N:9]3[CH2:13][C@H:12]([CH2:14][N:15]4[CH:19]=[C:18]([CH3:20])[N:17]=[N:16]4)[O:11][C:10]3=[O:21])=[CH:3][C:2]=2[F:1])[CH2:28]1 |f:2.3,^1:66,68,87,106|. Procedure: (5R)-3-(3-Fluoro-4-iodophenyl)-5-[4-methyl-1,2,3-triazol-1-ylmethyl]oxazolidin-2-one (Intermediate 13) (200 mg, 0.50 mmol) and copper (I) iodide (39 mg, 0.20 mmol) were dissolved in dry 1-methyl-2-pyrrolidinone (2 ml) and the reaction mixture placed under an atmosphere of argon. TetrakiS(triphenylphosphine)palladium(0) (35 mg, 0.05 mmol) was added, followed by a solution of tributyl(1,1-dioxo-2,5-dihydrothien-3-yl)stannane [Bew, Sean P.; Sweeney, J. B., Synthesis (1994), (7), p698] (263 mg, 0.65... Starting materials: C(C)OC(=O)C1=C(N(C(=C1Br)Br)C)CBr (4,5-dibromo-2-bromomethyl-1-methyl-1H-pyrrole-3-carboxylic acid ethyl ester), C(C)OC(CNC(=O)OC(C)(C)C)=O (tert-butoxycarbonylamino-acetic acid ethyl ester). Yields the product C(C)OC(=O)C1=C(N(C(=C1Br)Br)C)CN(CC(=O)OCC)C(=O)OC(C)(C)C (4,5-Dibromo-2-[(tert-butoxycarbonyl-ethoxycarbonylmethyl-amino)-methyl]-1-methyl-1H-pyrrole-3-carboxylic acid ethyl ester). RXN SMILES: [CH2:1]([O:3][C:4]([C:6]1[C:10]([Br:11])=[C:9]([Br:12])[N:8]([CH3:13])[C:7]=1[CH2:14]Br)=[O:5])[CH3:2].[CH2:16]([O:18][C:19](=[O:29])[CH2:20][NH:21][C:22]([O:24][C:25]([CH3:28])([CH3:27])[CH3:26])=[O:23])[CH3:17]>>[CH2:1]([O:3][C:4]([C:6]1[C:10]([Br:11])=[C:9]([Br:12])[N:8]([CH3:13])[C:7]=1[CH2:14][N:21]([C:22]([O:24][C:25]([CH3:26])([CH3:28])[CH3:27])=[O:23])[CH2:20][C:19]([O:18][CH2:16][CH3:17])=[O:29])=[O:5])[CH3:2]. Procedure: Prepared in analogy to that of Example 1(c) from 4,5-dibromo-2-bromomethyl-1-methyl-1H-pyrrole-3-carboxylic acid ethyl ester and tert-butoxycarbonylamino-acetic acid ethyl ester. The title compound, ESI MS (m/z): 549 (M+Na+).